From a dataset of the Open Reaction Database (ORD), a public repository of structured organic reaction records. describe an organic reaction: reactants, conditions, products, and yield Reactants: [Al+3], O=C([O-])[O-], CCc1c(-c2ccc(OCc3ccccc3)cc2)c2cc(C(=O)OC)c3cccc1n32, CCOCC, [H-], [H-], [H-], [H-], [K+], [K+], [Li+], C1CCOC1, O. Product: CCc1c(-c2ccc(OCc3ccccc3)cc2)c2cc(CO)c3cccc1n32. Reaction SMILES: [Al+3:33].[C:39](=[O:40])([O-:41])[O-:42].[CH2:1]([c:2]1[cH:3][cH:4][cH:5][cH:6][cH:7]1)[O:8][c:9]1[cH:10][cH:11][c:12](-[c:15]2[c:16]([CH2:30][CH3:31])[c:17]3[n:18]4[c:19]2[cH:20][c:21]([C:26](=[O:27])[O:28][CH3:29])[c:22]4[cH:23][cH:24][cH:25]3)[cH:13][cH:14]1.[CH3:50][CH2:51][O:52][CH2:53][CH3:54].[H-:32].[H-:35].[H-:36].[H-:37].[K+:43].[K+:44].[Li+:34].[O:45]1[CH2:46][CH2:47][CH2:48][CH2:49]1.[OH2:38]>>[CH2:1]([c:2]1[cH:3][cH:4][cH:5][cH:6][cH:7]1)[O:8][c:9]1[cH:10][cH:11][c:12](-[c:15]2[c:16]([CH2:30][CH3:31])[c:17]3[n:18]4[c:19]2[cH:20][c:21]([CH2:26][OH:27])[c:22]4[cH:23][cH:24][cH:25]3)[cH:13][cH:14]1. Starting materials: FC(C=1C(C2CCC3(C1C=1C=CC4=C(N=NN4)C1C3)C2)=O)(F)F (6-(trifluoromethyl)-3,9,10,11-tetrahydro-8,10a-methanocyclohepta-[1,2]indeno[4,5-d][1,2,3]triazol-7(8H)-one). Solvent: C(C)O.CO (ethanol methanol). The product is FC(C=1C([C@@H]2CC[C@]3(C1C=1C=CC4=C(N=NN4)C1C3)C2)=O)(F)F ((8R,10aS)-6-(trifluoromethyl)-3,9,10,11-tetrahydro-8,10a-methanocyclohepta[1,2]indeno[4,5-d][1,2,3]triazol-7(8H)-one). As a reaction SMILES: [F:1][C:2]([F:23])([F:22])[C:3]1[C:4](=[O:21])[CH:5]2[CH2:20][C:8]3([CH2:19][C:18]4[C:14]5[N:15]=[N:16][NH:17][C:13]=5[CH:12]=[CH:11][C:10]=4[C:9]=13)[CH2:7][CH2:6]2>C(O)C.CO>[F:22][C:2]([F:1])([F:23])[C:3]1[C:4](=[O:21])[C@H:5]2[CH2:20][C@:8]3([CH2:19][C:18]4[C:14]5[N:15]=[N:16][NH:17][C:13]=5[CH:12]=[CH:11][C:10]=4[C:9]=13)[CH2:7][CH2:6]2 |f:1.2|. Procedure: 6-(trifluoromethyl)-3,9,10,11-tetrahydro-8,10a-methanocyclohepta-[1,2]indeno[4,5-d][1,2,3]triazol-7(8H)-one [1.8 g, (8R,10aS): (8S,10aR) enantiomeric ratio ˜2:1] was dissolved in 1/1 ethanol/methanol (130 mL) and resolved by chiral HPLC on a 2.0×25 cm Daicel Chiralcel OJ column (4 mL injections, elution with 35% EtOH:Heptane at 7.5 mL/min, fractions monitored at 310 nm). The pure fractions containing the first enantiomer to elute (enantiomer A) were combined and concentrated to give (8R,10aS)-6-...